Dataset: the Open Reaction Database (ORD), a public repository of structured organic reaction records. Task: describe an organic reaction: reactants, conditions, products, and yield Reactants: C(C)(C)(C)OC(=O)N1[C@@H](CC(C1)=NOCC)C(=O)O ((2S,4EZ)-1-(tert-butoxycarbonyl)-4-(ethoxyimino)-2-pyrrolidinecarboxylic acid), O=C1OC(=CC=C1C(=O)Cl)CCCCC (2-oxo-6-pentyl-2H-pyran-3-carbonyl chloride), NC1CN(C1)C(=O)OC(C)(C)C (tert-butyl 3-amino-1-azetidinecarboxylate). Product: C(C)ON=C1C[C@H](N(C1)C(=O)C=1C(OC(=CC1)CCCCC)=O)C(=O)NC1CN(C1)C(=O)OC(C)(C)C (tert-butyl 3-[({(2S,4EZ)-4-(ethoxyimino)-1-[(2-oxo-6-pentyl-2H-pyran-3-yl)carbonyl]pyrrolidinyl}carbonyl)amino]-1-azetidinecarboxylate). Reaction SMILES: C(O[C:6]([N:8]1[CH2:12][C:11](=[N:13][O:14][CH2:15][CH3:16])[CH2:10][C@H:9]1[C:17]([OH:19])=O)=[O:7])(C)(C)C.[O:20]=[C:21]1[C:26](C(Cl)=O)=[CH:25][CH:24]=[C:23]([CH2:30][CH2:31][CH2:32][CH2:33][CH3:34])[O:22]1.[NH2:35][CH:36]1[CH2:39][N:38]([C:40]([O:42][C:43]([CH3:46])([CH3:45])[CH3:44])=[O:41])[CH2:37]1>>[CH2:15]([O:14][N:13]=[C:11]1[CH2:12][N:8]([C:6]([C:26]2[C:21](=[O:20])[O:22][C:23]([CH2:30][CH2:31][CH2:32][CH2:33][CH3:34])=[CH:24][CH:25]=2)=[O:7])[C@H:9]([C:17]([NH:35][CH:36]2[CH2:37][N:38]([C:40]([O:42][C:43]([CH3:46])([CH3:45])[CH3:44])=[O:41])[CH2:39]2)=[O:19])[CH2:10]1)[CH3:16]. Reported procedure: Following the general method as outlined in Example 22, starting from (2S,4EZ)-1-(tert-butoxycarbonyl)-4-(ethoxyimino)-2-pyrrolidinecarboxylic acid, 2-oxo-6-pentyl-2H-pyran-3-carbonyl chloride, and tert-butyl 3-amino-1-azetidinecarboxylate the title compound was obtained in 100% purity by LC/MS. MS(ESI+): m/z=519.6. Reactants: O=C([O-])[O-], C=CCBr, CC#N, CCOC(C)=O, Oc1ccc2ccnc(Cl)c2c1, [Cs+], [Cs+], [K+], O=S(=O)([O-])O. Yields the product C=CCOc1ccc2ccnc(Cl)c2c1. Reaction SMILES: [C:13](=[O:14])([O-:15])[O-:16].[CH2:19]([CH:20]=[CH2:21])[Br:22].[CH3:23][C:24]#[N:25].[CH3:32][CH2:33][O:34][C:35]([CH3:36])=[O:37].[Cl:1][c:2]1[n:3][cH:4][cH:5][c:6]2[cH:7][cH:8][c:9]([OH:12])[cH:10][c:11]12.[Cs+:17].[Cs+:18].[K+:31].[S:26](=[O:27])(=[O:28])([OH:29])[O-:30]>>[Cl:1][c:2]1[n:3][cH:4][cH:5][c:6]2[cH:7][cH:8][c:9]([O:12][CH2:21][CH:20]=[CH2:19])[cH:10][c:11]12. Reactants: [OH-].[K+] (potassium hydroxide), Cl (HCl), OC1=CC=C(C(=O)O)C=C1 (p-hydroxybenzoic acid), FC(CBr)CCCCCC (2-fluorooctyl bromide), [OH-].[K+] (potassium hydroxide). Solvent: O (water), C(C)O (ethanol), C(C)O (ethanol), O (water). Run at time 25 hour. The product is FC(COC1=CC=C(C(=O)O)C=C1)CCCCCC (p-2-fluorooctyloxybenzoic acid). Yield: 36.6%. As a reaction SMILES: [OH:1][C:2]1[CH:10]=[CH:9][C:5]([C:6]([OH:8])=[O:7])=[CH:4][CH:3]=1.[OH-].[K+].[F:13][CH:14]([CH2:17][CH2:18][CH2:19][CH2:20][CH2:21][CH3:22])[CH2:15]Br.Cl>C(O)C.O>[F:13][CH:14]([CH2:17][CH2:18][CH2:19][CH2:20][CH2:21][CH3:22])[CH2:15][O:1][C:2]1[CH:10]=[CH:9][C:5]([C:6]([OH:8])=[O:7])=[CH:4][CH:3]=1 |f:1.2|. Reported procedure: Into a 100 ml-round bottomed flask, 1.52 g (11 mW) of p-hydroxybenzoic acid in 20 ml of ethanol was added. Thereto, 1.45 g (26 mM) of potassium hydroxide in 5 ml of water was added, and 2.15 g (10 mM) of 2-fluorooctyl bromide in 2 ml of ethanol was added, followed by 25 hours of heat refluxing. Thereafter, a solution of 1.45 g (26 mM) of potassium hydroxide in 3 ml of water was added, followed by 5 hours of heat refluxing. After the completion of the reaction, the system was cooled with ice and ... Starting materials: Cl.ClCCN1CCC(CC1)C(C1=CC=C(C=C1)F)=O (1-(2-Chloroethyl)-4-(4-fluorobenzoyl)piperidine hydrochloride), C([O-])([O-])=O.[Na+].[Na+] (sodium carbonate). The solvent is CCOCC (ether). The product is ClCCN1CCC(CC1)C(C1=CC=C(C=C1)F)=O (1-(2-Chloroethyl)-4-(4-fluorobenzoyl)piperidine). Isolated yield 92.3%. RXN SMILES: Cl.[Cl:2][CH2:3][CH2:4][N:5]1[CH2:10][CH2:9][CH:8]([C:11](=[O:19])[C:12]2[CH:17]=[CH:16][C:15]([F:18])=[CH:14][CH:13]=2)[CH2:7][CH2:6]1.C(=O)([O-])[O-].[Na+].[Na+]>CCOCC>[Cl:2][CH2:3][CH2:4][N:5]1[CH2:6][CH2:7][CH:8]([C:11](=[O:19])[C:12]2[CH:13]=[CH:14][C:15]([F:18])=[CH:16][CH:17]=2)[CH2:9][CH2:10]1 |f:0.1,2.3.4|. Procedure details: 1-(2-Chloroethyl)-4-(4-fluorobenzoyl)piperidine hydrochloride (800 mg, 2.61 mmol) was suspended in ether (20 ml). With cooling in an ice bath, saturated sodium carbonate aqueous solution (5 ml) was added dropwise to the suspension. The reaction solution was extracted with ether and washed with saturated brine, and the resulting organic layer was dried on anhydrous sodium carbonate. Thereafter, the organic layer was filtered through silica gel (5 g), the solvent was removed by evaporation and the... The reactants are CC(C)c1ccc(C#N)c(=O)[nH]1, O, O=S(=O)(O)O. The product is CC(C)c1ccc(C(=O)O)c(=O)[nH]1. As a reaction SMILES: [C:1](#[N:2])[c:3]1[c:4](=[O:12])[nH:5][c:6]([CH:9]([CH3:10])[CH3:11])[cH:7][cH:8]1.[OH2:13].[S:14]([OH:15])(=[O:16])(=[O:17])[OH:18]>>[C:1]([c:3]1[c:4](=[O:12])[nH:5][c:6]([CH:9]([CH3:10])[CH3:11])[cH:7][cH:8]1)(=[O:13])[OH:15].